This data is from the Open Reaction Database (ORD), a public repository of structured organic reaction records. The task is: describe an organic reaction: reactants, conditions, products, and yield Procedure details: The resultant compound from Example 121 (327.6 mg, 1.16 mmol) in tetrahydrofuran (THF, 2 ml) at 0° C. was treated with 9-borabicyclo(3.3.1)nonane (4.6 ml, 2.2 mmol in THF). After 3 h at room temperature water (0.1 ml) then NaOH (280 mg, 7.0 mmol) in water (1 ml) then 30% H2O2 (0.70 ml, 6.9 mmol) were added and the mixture was heated at 50° C. for 90 min. The mixture was concentrated, dissolved in ethyl acetate, washed with brine, dried over Na2SO4, evaporated and chromatographed on silica gel wi... The reactants are O[C@@H](C=C)[C@H](CC1CCCCC1)NC(=O)OC(C)(C)C ((3S,4S)-3-Hydroxy-4-tert-butoxycarbonylamino-5-cyclohexyl-1-pentene), C12CCCC(CCC1)B2 (9-borabicyclo(3.3.1)nonane), [OH-].[Na+] (NaOH), OO (H2O2). Run in O1CCCC1 (tetrahydrofuran), O (water), O (water). Conditions: temperature 50 celsius. Yield: 100.4%. As a reaction SMILES: [OH:1][C@H:2]([C@@H:5]([NH:13][C:14]([O:16][C:17]([CH3:20])([CH3:19])[CH3:18])=[O:15])[CH2:6][CH:7]1[CH2:12][CH2:11][CH2:10][CH2:9][CH2:8]1)[CH:3]=[CH2:4].C12BC(CCC1)CCC2.[OH-:30].[Na+].OO>O1CCCC1.O>[OH:30][CH2:4][CH2:3][C@H:2]([OH:1])[C@@H:5]([NH:13][C:14]([O:16][C:17]([CH3:20])([CH3:19])[CH3:18])=[O:15])[CH2:6][CH:7]1[CH2:8][CH2:9][CH2:10][CH2:11][CH2:12]1 |f:2.3|. The product is OCC[C@@H]([C@H](CC1CCCCC1)NC(=O)OC(C)(C)C)O ((3S,4S)-1,3-Dihydroxy-4-t-butyloxycarbonylamino-5-cyclohexylpentane). Reaction SMILES: [CH2:1]([O:8][C:9]1[CH:17]=[CH:16][CH:15]=[C:14]2[C:10]=1[CH:11]=[C:12]([C:18]([O:20][CH2:21][CH3:22])=[O:19])[NH:13]2)[C:2]1[CH:7]=[CH:6][CH:5]=[CH:4][CH:3]=1.[H-].[Na+].[CH2:25](I)[CH:26]([CH3:28])[CH3:27]>>[CH2:1]([O:8][C:9]1[CH:17]=[CH:16][CH:15]=[C:14]2[C:10]=1[CH:11]=[C:12]([C:18]([O:20][CH2:21][CH3:22])=[O:19])[N:13]2[CH2:25][CH:26]([CH3:28])[CH3:27])[C:2]1[CH:3]=[CH:4][CH:5]=[CH:6][CH:7]=1 |f:1.2|. Reactants: C(C1=CC=CC=C1)OC1=C2C=C(NC2=CC=C1)C(=O)OCC (ethyl 4-benzyloxy-1H-indole-2-carboxylate), [H-].[Na+] (sodium hydride), C(C(C)C)I (isobutyl iodide). Procedure: By the reactions in the same manner as in Starting Material Synthesis Example 9 using ethyl 4-benzyloxy-1H-indole-2-carboxylate (10.0 g), sodium hydride (1.6 g) and isobutyl iodide (3.3 ml), the title compound (6.0 g) was obtained as a brown oil. Yields the product C(C1=CC=CC=C1)OC1=C2C=C(N(C2=CC=C1)CC(C)C)C(=O)OCC (Ethyl 4-benzyloxy-1-(2-methylpropyl)indole-2-carboxylate). Reactants: 29.3, CN1S(N=C(N=C1Cl)C)(=O)=O (2,5-dimethyl-3-chloro-2H-1,2,4,6-thiatriazine 1,1-dioxide), C1=CC(=CN=C1)O (β-hydroxypyridine), CN(C)C1CCCCC1 (N,N-dimethylcyclohexylamine). The solvent is C(Cl)Cl (methylene chloride), C(Cl)Cl (methylene chloride). Conditions: temperature 25 celsius, time 1 hour. The product is 26, CN1S(N=C(N=C1OC=1C=NC=CC1)C)(=O)=O (2,5-dimethyl-3-(pyrid-3-yloxy)-2H-1,2,4,6-thiatriazine 1,1-dioxide). Isolated yield 68.6%. As a reaction SMILES: [CH:1]1[CH:6]=[N:5][CH:4]=[C:3]([OH:7])[CH:2]=1.CN(C1CCCCC1)C.[CH3:17][N:18]1[C:23](Cl)=[N:22][C:21]([CH3:25])=[N:20][S:19]1(=[O:27])=[O:26]>C(Cl)Cl>[CH3:17][N:18]1[C:23]([O:7][C:3]2[CH:4]=[N:5][CH:6]=[CH:1][CH:2]=2)=[N:22][C:21]([CH3:25])=[N:20][S:19]1(=[O:27])=[O:26]. Procedure: 17.1 parts of β-hydroxypyridine in 120 parts of methylene chloride and 19.1 parts of N,N-dimethylcyclohexylamine are introduced simultaneously, via 2 feeds, in the course of 15 minutes and at 15°-20° C., into a stirred solution of 29.3 parts of 2,5-dimethyl-3-chloro-2H-1,2,4,6-thiatriazine 1,1-dioxide in 150 parts of methylene chloride. The mixture is stirred for one hour at 25° C., after which the precipitate is filtered off under suction and the filtrate is washed with water and with dilute so...